Dataset: the Open Reaction Database (ORD), a public repository of structured organic reaction records. Task: describe an organic reaction: reactants, conditions, products, and yield Starting materials: COC(=O)c1cscc1S(N)(=O)=O, Cl, [Na+], [OH-]. RXN SMILES: [CH3:1][O:2][C:3](=[O:4])[c:5]1[cH:6][s:7][cH:8][c:9]1[S:10](=[O:11])(=[O:12])[NH2:13].[ClH:16].[Na+:15].[OH-:14]>>[O:2]=[C:3]([OH:4])[c:5]1[cH:6][s:7][cH:8][c:9]1[S:10](=[O:11])(=[O:12])[NH2:13]. The product is NS(=O)(=O)c1cscc1C(=O)O. Reactants: CCOC(=O)CCCOc1cccc(C#N)c1, CCO, NO. Reaction SMILES: [C:1](#[N:2])[c:3]1[cH:4][c:5]([O:6][CH2:7][CH2:8][CH2:9][C:10](=[O:11])[O:12][CH2:13][CH3:14])[cH:15][cH:16][cH:17]1.[CH3:20][CH2:21][OH:22].[NH2:18][OH:19]>>[C:1]([NH2:2])([c:3]1[cH:4][c:5]([O:6][CH2:7][CH2:8][CH2:9][C:10](=[O:11])[O:12][CH2:13][CH3:14])[cH:15][cH:16][cH:17]1)=[N:18][OH:19]. The product is CCOC(=O)CCCOc1cccc(C(N)=NO)c1. The reactants are NC=1C(=C(C(=NC1)[N+](=O)[O-])[N+](=O)[O-])N (diaminodinitropyridine), NC1=C(C(=C(C=C1)[N+](=O)[O-])[N+](=O)[O-])N (diaminodinitrobenzene), NC1=NC=CC=C1 (aminopyridine), NC1=CC=CC=C1 (aminobenzene), NC1=CC=CC=C1 (aminobenzene), OS(=O)(=O)O.O=S(=O)=O (oleum), [N+](=O)(O)[O-] (nitric acid), [N+](=O)(O)[O-] (nitric acid), NC1=NC=CC=C1 (aminopyridine). Yields the product NC1=C(C(=NC=C1)S(=O)(=O)O)[N+](=O)[O-] (aminonitropyridine sulfonic acid), NC=1C(=C(C=CC1)S(=O)(=O)O)[N+](=O)[O-] (aminonitrobenzene sulfonic acid). As a reaction SMILES: N[C:2]1[C:3]([NH2:14])=[C:4]([N+:11]([O-:13])=[O:12])[C:5]([N+]([O-])=O)=[N:6][CH:7]=1.N[C:16]1[CH:21]=[CH:20][C:19]([N+]([O-])=O)=[C:18]([N+:25]([O-:27])=[O:26])[C:17]=1[NH2:28].NC1C=CC=CN=1.NC1C=CC=CC=1.[OH:43][S:44](O)(=[O:46])=[O:45].[O:48]=[S:49](=[O:51])=[O:50].[N+]([O-])(O)=O>>[NH2:14][C:3]1[CH:2]=[CH:7][N:6]=[C:5]([S:44]([OH:46])(=[O:45])=[O:43])[C:4]=1[N+:11]([O-:13])=[O:12].[NH2:28][C:17]1[C:18]([N+:25]([O-:27])=[O:26])=[C:19]([S:49]([OH:51])(=[O:50])=[O:48])[CH:20]=[CH:21][CH:16]=1 |f:4.5|. Reported procedure: The present invention comprises a process for the preparation of 1) diaminodinitropyridine or 2) diaminodinitrobenzene by contacting 1) an aminopyridine or 2) an aminobenzene, respectively, with oleum and nitric acid, wherein the improvement comprises adding at least about 1% molar excess of nitric acid based upon the aminopyridine or aminobenzene respectively, with stirring for at least two hours to form first 1) aminonitropyridine sulfonic acid or 2) aminonitrobenzene sulfonic acid, respective... The reactants are BrBr (bromine), 1,2-(4-isobutylphenyl)ethane, C(C(C)C)C1=CC=C(C=C1)C(C)C1=CC=C(C=C1)CC(C)C (1,1-di(4-isobutylphenyl)ethane). Product: C(C(C)C)C1=CC=C(C=C1)CCC1=CC=C(C=C1)CC(C)C (1,2-DI(4-ISOBUTYLPHENYL)ETHANE). As a reaction SMILES: BrBr.[CH2:3]([C:7]1[CH:12]=[CH:11][C:10]([CH:13](C2C=CC(CC(C)C)=CC=2)[CH3:14])=[CH:9][CH:8]=1)[CH:4]([CH3:6])[CH3:5]>>[CH2:3]([C:7]1[CH:12]=[CH:11][C:10]([CH2:13][CH2:14][C:10]2[CH:11]=[CH:12][C:7]([CH2:3][CH:4]([CH3:6])[CH3:5])=[CH:8][CH:9]=2)=[CH:9][CH:8]=1)[CH:4]([CH3:5])[CH3:6]. Reported procedure: The bromine number of 1,2-(4-isobutylphenyl)ethane fraction, corresponding to the recovered unreacted fraction, was 0.20. According to mass spectrometry, the content of component of m/e=292 was 0.3% (m/e of 1,1-di(4-isobutylphenyl)ethane is 294). Reactants: Cl.ClC1=C(C=CC(=C1)Cl)C=1C=C(C(=O)OC)C=CN1 (Methyl 2-(2,4-dichlorophenyl)isonicotinate hydrochloride). Reagents/catalysts: [Pt](=O)=O (platinum(IV) oxide). Yields the product Cl.ClC1=C(C=CC(=C1)Cl)C1NCCC(C1)C(=O)OC (methyl 2-(2,4-dichlorophenyl)piperidine-4-carboxylate hydrochloride). Run at time 90 minute. Isolated yield 211.7%. Reported procedure: Methyl 2-(2,4-dichlorophenyl)isonicotinate hydrochloride (2.60 g, 8.15 mmol) was dissolved in MeOH (50 mL), added platinum(IV) oxide (0.019 g, 0.08 mmol) and hydrogenated in a Büchi hydrogenator at 5 bar for 90 min. The reaction mixture was filtered and evaporated to give crude methyl 2-(2,4-dichlorophenyl)piperidine-4-carboxylate hydrochloride (2.8 g) as a white solid. MS m/z 288 (M+H)+ RXN SMILES: Cl.[Cl:2][C:3]1[CH:8]=[C:7]([Cl:9])[CH:6]=[CH:5][C:4]=1[C:10]1[CH:11]=[C:12]([CH:17]=[CH:18][N:19]=1)[C:13]([O:15][CH3:16])=[O:14]>CO.[Pt](=O)=O>[ClH:2].[Cl:2][C:3]1[CH:8]=[C:7]([Cl:9])[CH:6]=[CH:5][C:4]=1[CH:10]1[CH2:11][CH:12]([C:13]([O:15][CH3:16])=[O:14])[CH2:17][CH2:18][NH:19]1 |f:0.1,4.5|. Run in CO (MeOH). Reported procedure: Using the procedure of Stage C of Example 40, 44.3 g of the ester of Stage D and 230 ml of a molar solution of diisobutyl-aluminum hydride in hexane were reacted to obtain 32 g of the expected product. The yield is 81.2%. As a reaction SMILES: [F:1][C:2]1[C:12]([F:13])=[C:11]([O:14][CH2:15][O:16][CH2:17][CH2:18][O:19][CH3:20])[C:10]([O:21][CH2:22][O:23][CH2:24][CH2:25][O:26][CH3:27])=[CH:9][C:3]=1[CH:4]=[CH:5]C([O-])=O.[H-].C([Al+]CC(C)C)C(C)C>CCCCCC>[F:1][C:2]1[C:12]([F:13])=[C:11]([O:14][CH2:15][O:16][CH2:17][CH2:18][O:19][CH3:20])[C:10]([O:21][CH2:22][O:23][CH2:24][CH2:25][O:26][CH3:27])=[CH:9][C:3]=1[CH:4]=[CH2:5] |f:1.2|. The reactants are FC1=C(C=CC(=O)[O-])C=C(C(=C1F)OCOCCOC)OCOCCOC (2,3-difluoro-4,5-bis[(2-methoxyethoxy)-methoxy]-styryl-carboxylate), molar solution, [H-].C(C(C)C)[Al+]CC(C)C (diisobutyl-aluminum hydride). The solvent is CCCCCC (hexane). The product is FC1=C(C=C)C=C(C(=C1F)OCOCCOC)OCOCCOC (2,3-difluoro-4,5-bis[(2-methoxyethoxy)-methoxy]-styrol). The reactants are O=C(c1ncc[nH]1)c1ncc[nH]1, ClC(Cl)Cl, Cc1ncc2cc(-c3c(Cl)cccc3Cl)c(N)nc2n1, O=C(O)c1ccco1. Product: Cc1ncc2cc(-c3c(Cl)cccc3Cl)c(NC(=O)c3ccco3)nc2n1. Reaction SMILES: [C:29]([c:30]1[nH:31][cH:32][cH:33][n:34]1)([c:35]1[nH:36][cH:37][cH:38][n:39]1)=[O:40].[CH:41]([Cl:42])([Cl:43])[Cl:44].[Cl:1][c:2]1[c:3](-[c:9]2[cH:10][c:11]3[c:12]([n:13][c:14]([CH3:17])[n:15][cH:16]3)[n:18][c:19]2[NH2:20])[c:4]([Cl:8])[cH:5][cH:6][cH:7]1.[OH:21][C:22](=[O:23])[c:24]1[cH:25][cH:26][cH:27][o:28]1>>[Cl:1][c:2]1[c:3](-[c:9]2[cH:10][c:11]3[c:12]([n:13][c:14]([CH3:17])[n:15][cH:16]3)[n:18][c:19]2[NH:20][C:22](=[O:21])[c:24]2[cH:25][cH:26][cH:27][o:28]2)[c:4]([Cl:8])[cH:5][cH:6][cH:7]1. Reactants: [I-].[Na+] (sodium iodide), C(C)S(=O)(=O)CCC=1C=C2C(=CNC2=CC1)C[C@@H]1NCCC1 (5-(2-ethylsulphonylethyl)-3-(2(R)-pyrrolidinylmethyl)-1H-indole), Cl.N1=C(C=CC=C1)CCl (2-pyridylmethyl chloride hydrochloride), C([O-])([O-])=O.[Na+].[Na+] (sodium carbonate). The solvent is CN(C=O)C (dimethylformamide). Conditions: temperature 100 celsius. Yields the product C(C)S(=O)(=O)CCC=1C=C2C(=CNC2=CC1)C[C@@H]1N(CCC1)CC1=NC=CC=C1 (5-(2-Ethylsulphonylethyl)-3-[N-[2-pyridylmethyl)-2(R)-pyrrolidinylmethyl]-1H-indole). Yield: 32.1%. RXN SMILES: [CH2:1]([S:3]([CH2:6][CH2:7][C:8]1[CH:9]=[C:10]2[C:14](=[CH:15][CH:16]=1)[NH:13][CH:12]=[C:11]2[CH2:17][C@H:18]1[CH2:22][CH2:21][CH2:20][NH:19]1)(=[O:5])=[O:4])[CH3:2].C(=O)([O-])[O-].[Na+].[Na+].Cl.[N:30]1[CH:35]=[CH:34][CH:33]=[CH:32][C:31]=1[CH2:36]Cl.[I-].[Na+]>CN(C)C=O>[CH2:1]([S:3]([CH2:6][CH2:7][C:8]1[CH:9]=[C:10]2[C:14](=[CH:15][CH:16]=1)[NH:13][CH:12]=[C:11]2[CH2:17][C@H:18]1[CH2:22][CH2:21][CH2:20][N:19]1[CH2:36][C:31]1[CH:32]=[CH:33][CH:34]=[CH:35][N:30]=1)(=[O:5])=[O:4])[CH3:2] |f:1.2.3,4.5,6.7|. Procedure: To a stirred solution of 5-(2-ethylsulphonylethyl)-3-(2(R)-pyrrolidinylmethyl)-1H-indole (Preparation 5; 150 mg, 0.47 mmol) in dry dimethylformamide (4 ml) at room temperature under nitrogen were added, sequentially, anhydrous sodium carbonate (110 mg, 1.04 mmol), 2-pyridylmethyl chloride hydrochloride (85 mg, 0.52 mmol) and sodium iodide (10 mg). The resulting mixture was heated at 100° C. for 18 hours, then allowed to cool to room temperature. It was then partitioned between ethyl acetate and ...